describe an organic reaction: reactants, conditions, products, and yield From a dataset of the Open Reaction Database (ORD), a public repository of structured organic reaction records. Reactants: S(O)(O)(=O)=O (sulfuric acid), C(C=1C(O)=CC=CC1)=O (Salicylaldehyde), Υ-butyrolactone, C[O-].[Na+] (sodium methoxide). The solvent is C1(=CC=CC=C1)C (toluene). Conditions: time 3 hour. Yields the product OC1=C(C=C2C(=O)OCC2)C=CC=C1 (α-(2′-hydroxybenzylidene)-γ-butyrolactone). Yield: 142.0%. As a reaction SMILES: [CH:1](=O)[C:2]1[C:3](=[CH:5][CH:6]=[CH:7][CH:8]=1)[OH:4].[CH3:10][O-:11].[Na+].S(=O)(=O)(O)O>C1(C)C=CC=CC=1>[OH:4][C:3]1[CH:5]=[CH:6][CH:7]=[CH:8][C:2]=1[CH:1]=[C:1]1[CH2:2][CH2:3][O:4][C:10]1=[O:11] |f:1.2|. Procedure details: Salicylaldehyde (293 g) and Υ-butyrolactone (413 g) were dissolved in toluene (2.4 L) and the solution was cooled to not more than 3° C. in an ice-salt bath. Thereto was added sodium methoxide (324 g) over 20 min. The temperature of the reaction mixture rose to 24° C. After stirring at room temperature for 3 hr, the mixture was stirred for 45 min under heating at 60-65° C. The reaction mixture was cooled again in an ice-bath and 10% sulfuric acid (2.51 ml) was added dropwise. The obtained white ... Reactants: OS(=O)(=O)O (H2SO4), VI, O=C(CCC#CCCCCO)C (9-oxo-5-decyn-1-ol), VI, O=C(CCC#CCCCC(=O)O)C (9-oxo-5-decynoic acid). Solvent: CO (methanol). Yields the product COC(CCCC#CCCC(C)=O)=O (methyl-9-oxo-5-decynoate), VII. As a reaction SMILES: O=[C:2](C)CCC#CCCCCO.OS(O)(=O)=O.[O:18]=[C:19]([CH3:30])[CH2:20][CH2:21][C:22]#[C:23][CH2:24][CH2:25][CH2:26][C:27]([OH:29])=[O:28]>CO>[CH3:2][O:28][C:27](=[O:29])[CH2:26][CH2:25][CH2:24][C:23]#[C:22][CH2:21][CH2:20][C:19](=[O:18])[CH3:30]. Procedure: The Heather synthesis of 2-(6-carboxy-2-cis-hexynyl)-cyclopentane-1,3,4-trione implicitly includes a process for preparing 9-oxo-5-decynoic acid (I; n=3, R=H). Table A provides a synopsis of that synthesis which consists of: first treating 2-methyl-2-(3-butynyl)-1,3-dioxolane, III, with lithium amide in liquid ammonia and then with 1-bromo-4-tetrahydropyranyloxybutane, IV, in tetrahydrofuran to obtain 2-methyl-2-(8-pyranyloxy-3-oxtynyl)-1,3-dioxolane, V; hydrozyling V to 9-oxo-5-decyn-1-ol, VI; ... The reactants are CC(C)(C)c1ccc(O)c(S(C)(=O)=O)c1, O=Cc1ccccc1, [GeH4]. Yields the product CC(C)(C)c1cc(C=O)c(O)c(S(C)(=O)=O)c1. Reaction SMILES: [CH3:9][S:10](=[O:11])(=[O:12])[c:13]1[c:14]([OH:23])[cH:15][cH:16][c:17]([C:19]([CH3:20])([CH3:21])[CH3:22])[cH:18]1.[CH:1](=[O:2])[c:3]1[cH:4][cH:5][cH:6][cH:7][cH:8]1.[GeH4:24]>>[CH:1](=[O:2])[c:15]1[c:14]([OH:23])[c:13]([S:10]([CH3:9])(=[O:11])=[O:12])[cH:18][c:17]([C:19]([CH3:20])([CH3:21])[CH3:22])[cH:16]1. Reactants: FC=1C=C(CN(C(=O)C=2C=NN(C2C(F)(F)F)[C@@H]2CC[C@H](CC2)C(=O)OCC)CC(O)C2=C(SC=C2C)C)C=C(C1)F (ethyl trans-4-(4-((3,5-difluorobenzyl)(2-(2,4-dimethylthiophen-3-yl)-2-hydroxyethyl)carbamoyl)-5-(trifluoromethyl)-1H-pyrazol-1-yl)cyclohexanecarboxylate), CC(=O)OI1(C=2C=CC=CC2C(=O)O1)(OC(=O)C)OC(=O)C (Dess-Martin periodinane). Solvent: C(Cl)Cl (DCM). Run at time 3 hour. The product is FC=1C=C(CN(C(=O)C=2C=NN(C2C(F)(F)F)[C@@H]2CC[C@H](CC2)C(=O)OCC)CC(=O)C2=C(SC=C2C)C)C=C(C1)F (ethyl trans-4-(4-((3,5-difluorobenzyl)(2-(2,4-dimethylthiophen-3-yl)-2-oxoethyl)carbamoyl)-5-(trifluoromethyl)-1H-pyrazol-1-yl)cyclohexanecarboxylate). The yield is 76.5%. Reaction SMILES: [F:1][C:2]1[CH:3]=[C:4]([CH:39]=[C:40]([F:42])[CH:41]=1)[CH2:5][N:6]([CH2:29][CH:30]([C:32]1[C:36]([CH3:37])=[CH:35][S:34][C:33]=1[CH3:38])[OH:31])[C:7]([C:9]1[CH:10]=[N:11][N:12]([C@H:18]2[CH2:23][CH2:22][C@H:21]([C:24]([O:26][CH2:27][CH3:28])=[O:25])[CH2:20][CH2:19]2)[C:13]=1[C:14]([F:17])([F:16])[F:15])=[O:8].CC(OI1(OC(C)=O)(OC(C)=O)OC(=O)C2C=CC=CC1=2)=O>C(Cl)Cl>[F:42][C:40]1[CH:39]=[C:4]([CH:3]=[C:2]([F:1])[CH:41]=1)[CH2:5][N:6]([CH2:29][C:30]([C:32]1[C:36]([CH3:37])=[CH:35][S:34][C:33]=1[CH3:38])=[O:31])[C:7]([C:9]1[CH:10]=[N:11][N:12]([C@H:18]2[CH2:19][CH2:20][C@H:21]([C:24]([O:26][CH2:27][CH3:28])=[O:25])[CH2:22][CH2:23]2)[C:13]=1[C:14]([F:15])([F:17])[F:16])=[O:8]. Procedure: To a stirred solution of compound 3-2 (290 mg, 0.47 mmol) in DCM (8 mL) was added Dess-Martin periodinane (401 mg, 0.94 mmol) at 0° C. and the mixture was stirred at room temperature for 3 h. The reaction mixture was quenched with saturated aqueous Na2S2O3 and NaHCO3, and extracted with EtOAc (2×20 mL). The combined organic layers were washed with brine (2×10 mL), dried over Na2SO4, and concentrated under reduced pressure. The residue was purified by column chromatography (silica gel, 30% EtOAc/... The reactants are NC1=CC(=C(C=C1)C1=CC=C(C=C1)C#N)C (4-amino-1-(4-cyanophenyl)-2-methylbenzene), N(=O)[O-].[Na+] (sodium nitrite), resultant mixture, [I-].[K+] (potassium iodide). Run in Cl (hydrochloric acid), O (water), O (water), O (water). Reaction conditions: time 20 minute. Product: C(#N)C1=CC=C(C=C1)C1=C(C=C(C=C1)I)C (1-(4-cyanophenyl)-4-iodo-2-methylbenzene). The yield is 68.7%. As a reaction SMILES: N[C:2]1[CH:7]=[CH:6][C:5]([C:8]2[CH:13]=[CH:12][C:11]([C:14]#[N:15])=[CH:10][CH:9]=2)=[C:4]([CH3:16])[CH:3]=1.N([O-])=O.[Na+].[I-:21].[K+]>Cl.O>[C:14]([C:11]1[CH:12]=[CH:13][C:8]([C:5]2[CH:6]=[CH:7][C:2]([I:21])=[CH:3][C:4]=2[CH3:16])=[CH:9][CH:10]=1)#[N:15] |f:1.2,3.4|. Procedure details: A suspension of 4-amino-1-(4-cyanophenyl)-2-methylbenzene (250 mg 1.2 mmol) in conc. hydrochloric acid (1.3 mL) and water (1.6 mL) at 0° C., was treated with a solution of sodium nitrite (183 mg, 2.65 mmol) in water (1 mL) over 10 mins. The mixture was stirred for 20 mins and then a solution of potassium iodide (840 mg, 5.06 mmol) in water (2 mL) was added, over 10 mins. The resultant mixture was heated at 90° C. for 2 h, then cooled. The residue was extracted with dichloromethane (3×30 mL) and ... Product: O=C1NC(C(=C(N1)C(=O)OCC)OC1=CC=CC=C1)=O (ethyl 2,6-dioxo-5-phenoxy-1,2,3,6-tetrahydro-pyrimidine-4-carboxylate). Reported procedure: The required starting compound may also be prepared as follows: 1.8 g of 2,6-dioxo-5-phenoxy-1,2,3,6-tetrahydro-pyrimidine-4-carboxylic acid (preparation described in: Khim Geterotsikl. Soedin., 1974, p1527) are emulsified in 65 ml of ethanol, 0.92 ml of conc. H2SO4 and 0.92 ml of SOCl2 are subsequently added and the mixture is heated at reflux for 12 hrs. Subsequently, the mixture is concentrated on a rotary evaporator and the seperated solid is filtered off under suction and chromatographed on... RXN SMILES: [O:1]=[C:2]1[NH:7][C:6]([C:8]([OH:10])=[O:9])=[C:5]([O:11][C:12]2[CH:17]=[CH:16][CH:15]=[CH:14][CH:13]=2)[C:4](=[O:18])[NH:3]1.OS(O)(=O)=O.O=S(Cl)Cl.[CH2:28](O)[CH3:29]>>[O:1]=[C:2]1[NH:7][C:6]([C:8]([O:10][CH2:28][CH3:29])=[O:9])=[C:5]([O:11][C:12]2[CH:17]=[CH:16][CH:15]=[CH:14][CH:13]=2)[C:4](=[O:18])[NH:3]1. Starting materials: O=C1NC(C(=C(N1)C(=O)O)OC1=CC=CC=C1)=O (2,6-dioxo-5-phenoxy-1,2,3,6-tetrahydro-pyrimidine-4-carboxylic acid), C(C)O (ethanol), OS(=O)(=O)O (H2SO4), O=S(Cl)Cl (SOCl2).